This data is from the Open Reaction Database (ORD), a public repository of structured organic reaction records. The task is: describe an organic reaction: reactants, conditions, products, and yield Starting materials: CO, COC(=O)C(C)NC(=O)CC1CC1, ClCCl. Product: CC(NC(=O)CC1CC1)C(=O)O. RXN SMILES: [CH3:17][OH:18].[CH3:1][O:2][C:3]([CH:4]([NH:5][C:6]([CH2:7][CH:8]1[CH2:9][CH2:10]1)=[O:11])[CH3:12])=[O:13].[Cl:14][CH2:15][Cl:16]>>[O:2]=[C:3]([CH:4]([NH:5][C:6]([CH2:7][CH:8]1[CH2:9][CH2:10]1)=[O:11])[CH3:12])[OH:13]. Starting materials: BrC=1C=CC(=C(C=O)C1)O (5-bromo-2-hydroxy-benzaldehyde), C(=O)([O-])[O-].[K+].[K+] (K2CO3), C(C)OC(C(C)(C)Br)=O (2-bromo-2-methyl-propionic acid ethyl ester). Solvent: CN(C)C=O (DMF). Reaction conditions: temperature 140 celsius. The product is C(C)OC(C(C)(C)OC1=C(C=C(C=C1)Br)C=O)=O (2-(4-bromo-2-formyl-phenoxy)-2-methyl-propionic acid ethyl ester). The yield is 68.0%. Reaction SMILES: [Br:1][C:2]1[CH:3]=[CH:4][C:5]([OH:10])=[C:6]([CH:9]=1)[CH:7]=[O:8].C([O-])([O-])=O.[K+].[K+].[CH2:17]([O:19][C:20](=[O:25])[C:21](Br)([CH3:23])[CH3:22])[CH3:18]>CN(C=O)C>[CH2:17]([O:19][C:20](=[O:25])[C:21]([O:10][C:5]1[CH:4]=[CH:3][C:2]([Br:1])=[CH:9][C:6]=1[CH:7]=[O:8])([CH3:23])[CH3:22])[CH3:18] |f:1.2.3|. Reported procedure: To a mixture of 5-bromo-2-hydroxy-benzaldehyde (14 g, 70 mmol), KI (5 g) and K2CO3 (19 g, 140 mmol) in DMF (100 mL) was added 2-bromo-2-methyl-propionic acid ethyl ester (17.6 g, 90 mmol). The mixture was heated at 140° C. for 2 h, and then cooled to room temperature, partitioned between water and ethyl acetate. The organic layer was washed with water, dried over anhydrous Na2SO4 and concentrated. The residue was purified by column chromatography to give the title compound (15 g). Reactants: [Al+3], COC(=O)c1ccc(C2=NOC(c3cc(Cl)cc(Cl)c3)(C(F)(F)F)C2)cc1C, Cl, [H-], [H-], [H-], [H-], [Li+], C1CCOC1. The product is Cc1cc(C2=NOC(c3cc(Cl)cc(Cl)c3)(C(F)(F)F)C2)ccc1CO. Reaction SMILES: [Al+3:30].[Cl:1][c:2]1[cH:3][c:4]([C:9]2([C:25]([F:26])([F:27])[F:28])[CH2:10][C:11]([c:14]3[cH:15][c:16]([CH3:24])[c:17]([C:18](=[O:19])[O:20][CH3:21])[cH:22][cH:23]3)=[N:12][O:13]2)[cH:5][c:6]([Cl:8])[cH:7]1.[ClH:35].[H-:29].[H-:32].[H-:33].[H-:34].[Li+:31].[O:36]1[CH2:37][CH2:38][CH2:39][CH2:40]1>>[Cl:1][c:2]1[cH:3][c:4]([C:9]2([C:25]([F:26])([F:27])[F:28])[CH2:10][C:11]([c:14]3[cH:15][c:16]([CH3:24])[c:17]([CH2:18][OH:19])[cH:22][cH:23]3)=[N:12][O:13]2)[cH:5][c:6]([Cl:8])[cH:7]1. Starting materials: N1=C(N)N=C(N)N=C1N (Melamine), Br (hydrobromic acid), nylon 66. Run in O (water). Yields the product [Br-].N1=C(N)N=C(N)N=C1N (melamine bromide). As a reaction SMILES: [N:1]1[C:8]([NH2:9])=[N:7][C:5]([NH2:6])=[N:4][C:2]=1[NH2:3].[BrH:10]>O>[Br-:10].[N:1]1[C:8]([NH2:9])=[N:7][C:5]([NH2:6])=[N:4][C:2]=1[NH2:3] |f:3.4|. Procedure details: Melamine (63 g) was slowly added to a hot (80° C.) solution of hydrobromic acid (121.5 g) in water (1100 ml) and the solution allowed to cool. The crystals of melamine bromide were filtered off and dried in a vacuum oven at 120°. A yield of 72 g was obtained. The product was compounded into nylon 66 to give a concentration of 5% by weight of melamine bromide. A sample of the extrudate was ignited and was found to extinguish almost immediately the flame was removed. The reactants are CN(C)C=O, OCC(O)C(c1cccc(F)c1)n1cc(I)c2ccccc21, OB(O)c1ccccc1F, [K+], [K+], [K+], O=P([O-])([O-])[O-]. Product: OCC(O)C(c1cccc(F)c1)n1cc(-c2ccccc2F)c2ccccc21. Reaction SMILES: [CH3:41][N:42]([CH3:43])[CH:44]=[O:45].[F:1][c:2]1[cH:3][c:4]([CH:8]([CH:9]([CH2:10][OH:11])[OH:12])[n:13]2[cH:14][c:15]([I:22])[c:16]3[cH:17][cH:18][cH:19][cH:20][c:21]23)[cH:5][cH:6][cH:7]1.[F:23][c:24]1[c:25]([B:30]([OH:31])[OH:32])[cH:26][cH:27][cH:28][cH:29]1.[K+:38].[K+:39].[K+:40].[P:33]([O-:34])([O-:35])([O-:36])=[O:37]>>[F:1][c:2]1[cH:3][c:4]([CH:8]([CH:9]([CH2:10][OH:11])[OH:12])[n:13]2[cH:14][c:15](-[c:25]3[c:24]([F:23])[cH:29][cH:28][cH:27][cH:26]3)[c:16]3[cH:17][cH:18][cH:19][cH:20][c:21]23)[cH:5][cH:6][cH:7]1. Reactants: CCCCN, C1CCOC1, CN(C)c1ccncc1, O=[N+]([O-])c1ccc(S(=O)(=O)Cl)cc1. The product is CCCCNS(=O)(=O)c1ccc([N+](=O)[O-])cc1. RXN SMILES: [CH2:14]([CH2:15][CH2:16][CH3:17])[NH2:18].[CH2:19]1[O:20][CH2:21][CH2:22][CH2:23]1.[CH3:24][N:25]([CH3:26])[c:27]1[cH:28][cH:29][n:30][cH:31][cH:32]1.[N+:1](=[O:2])([O-:3])[c:4]1[cH:5][cH:6][c:7]([S:10](=[O:11])(=[O:12])[Cl:13])[cH:8][cH:9]1>>[N+:1](=[O:2])([O-:3])[c:4]1[cH:5][cH:6][c:7]([S:10](=[O:11])(=[O:12])[NH:18][CH2:14][CH2:15][CH2:16][CH3:17])[cH:8][cH:9]1. The reactants are COC1=C(C=CCCl)C=C(C=C1)OC (2,5-dimethoxy-cinnamyl chloride), NC=1SC=2CCNCCC2N1 (2-amino-4,5,7,8-tetrahydro-6H-thiazolo[5,4-d]azepine), CCOCC (ether). Run in C(Cl)(Cl)Cl (chloroform). Product: NC=1SC=2CCN(CCC2N1)CC=CC1=C(C=CC(=C1)OC)OC (2-Amino-6-(3-(2,5-dimethoxy-phenyl)allyl)-4,5,7,8-tetrahydro-6H-thiazolo[5,4-d]azepine). Isolated yield 4.0%. As a reaction SMILES: [CH3:1][O:2][C:3]1[CH:12]=[CH:11][C:10]([O:13][CH3:14])=[CH:9][C:4]=1[CH:5]=[CH:6][CH2:7]Cl.[NH2:15][C:16]1[S:17][C:18]2[CH2:19][CH2:20][NH:21][CH2:22][CH2:23][C:24]=2[N:25]=1.CCOCC>C(Cl)(Cl)Cl>[NH2:15][C:16]1[S:17][C:18]2[CH2:19][CH2:20][N:21]([CH2:7][CH:6]=[CH:5][C:4]3[CH:9]=[C:10]([O:13][CH3:14])[CH:11]=[CH:12][C:3]=3[O:2][CH3:1])[CH2:22][CH2:23][C:24]=2[N:25]=1. Procedure: Prepared from 2,5-dimethoxy-cinnamyl chloride (prepared at -b 5° C. for 10 minutes) and 2 equivalents of 2-amino-4,5,7,8-tetrahydro-6H-thiazolo[5,4-d]azepine in chloroform. Yield: 4% of theory, Melting point: 112°-115° C. (ether). Starting materials: N[C@H](CN1N=C(C=C1)C1=C(C(=C(C#N)C=C1)Cl)F)C ((S)-4-(1-(2-aminopropyl)-1H-pyrazol-3-yl)-2-chloro-3-fluorobenzonitrile), CCN(C(C)C)C(C)C (DIPEA), CCN=C=NCCCN(C)C (EDCI), N=1C(=CN2C1N=CC=C2)C(=O)O (imidazo[1,2-a]pyrimidine-2-carboxylic acid), C=1C=CC2=C(C1)N=NN2O (HOBt). Solvent: CN(C)C=O (DMF). Yields the product ClC=1C(=C(C=CC1C#N)C1=NN(C=C1)C[C@H](C)NC(=O)C=1N=C2N(C=CC=N2)C1)F ((S)—N-(1-(3-(3-chloro-4-cyano-2-fluorophenyl)-1H-pyrazol-1-yl)propan-2-yl)imidazo[1,2-a]pyrimidine-2-carboxamide). RXN SMILES: [NH2:1][C@@H:2]([CH3:19])[CH2:3][N:4]1[CH:8]=[CH:7][C:6]([C:9]2[CH:16]=[CH:15][C:12]([C:13]#[N:14])=[C:11]([Cl:17])[C:10]=2[F:18])=[N:5]1.[N:20]1[C:21]([C:29](O)=[O:30])=[CH:22][N:23]2[CH:28]=[CH:27][CH:26]=[N:25][C:24]=12.C1C=CC2N(O)N=NC=2C=1.CCN(C(C)C)C(C)C.CCN=C=NCCCN(C)C>CN(C=O)C>[Cl:17][C:11]1[C:10]([F:18])=[C:9]([C:6]2[CH:7]=[CH:8][N:4]([CH2:3][C@@H:2]([NH:1][C:29]([C:21]3[N:20]=[C:24]4[N:25]=[CH:26][CH:27]=[CH:28][N:23]4[CH:22]=3)=[O:30])[CH3:19])[N:5]=2)[CH:16]=[CH:15][C:12]=1[C:13]#[N:14]. Procedure details: The title compound was prepared using the method of Example 34(d) from (S)-4-(1-(2-aminopropyl)-1H-pyrazol-3-yl)-2-chloro-3-fluorobenzonitrile (0.3 g, 1.07 mmol), imidazo[1,2-a]pyrimidine-2-carboxylic acid (0.17 g, 1.07 mmol), HOBt (0.22 g, 1.61 mmol), DIPEA (0.56 mL, 3.23 mmol) and EDCI (0.31 g, 1.61 mmol) using DMF (10 mL) as solvent. Yield 0.29 g. 1H NMR (400 MHz; CDCl3): δ 1.25 (d, 3H), 4.30 (dd, 1H), 4.49 (dd, 1H), 4.65 (m, 1H), 6.81 (dd, 1H), 6.98 (dd, 1H), 7.53 (d, 1H), 7.73 (dd, 1H), 8.0... The reactants are ClC1=NC(=C2N=CN(C2=N1)[C@H]1[C@@H]([C@@H]([C@H](C1)N1N=CC(=C1)CC)O)O)NCC(C1=CC=CC=C1)C1=CC=CC=C1 ((1R,2S,3R,5S)-3-[2-chloro-6-(2,2-diphenyl-ethylamino)-purin-9-yl]-5-(4-ethyl-pyrazol-1-yl)-cyclopentane-1,2-diol), FC(C(=O)O)(F)F.C1(=CC=CC=C1)C(CNC1=C2N=CN(C2=NC(=N1)NCCN1CCCCC1)[C@H]1[C@@H]([C@@H]([C@H](C1)N1N=CC(=C1)CO)O)O)C1=CC=CC=C1 ((1R,2S,3R,5S)-3-[6-(2,2-diphenyl-ethylamino)-2-(2-piperidin-1-yl-ethylamino)-purin-9-yl]-5-(4-hydroxymethyl-pyrazol-1-yl)-cyclopentane-1,2-diol trifluoro-acetate), CN([C@H]1CNCC1)C ((3R)-(+)-3-(dimethyl-amino)pyrrolidine). Product: FC(C(=O)O)(F)F.CN([C@H]1CN(CC1)C1=NC(=C2N=CN(C2=N1)[C@H]1[C@@H]([C@@H]([C@H](C1)N1N=CC(=C1)CC)O)O)NCC(C1=CC=CC=C1)C1=CC=CC=C1)C ((1R,2S,3R,5S)-3-[2-((R)-3-Dimethylamino-pyrrolidin-1-yl)-6-(2,2-diphenyl-ethylamino)-purin-9-yl]-5-(4-ethyl-pyrazol-1-yl)-cyclopentane-1,2-diol trifluoroacetate). As a reaction SMILES: Cl[C:2]1[N:10]=[C:9]2[C:5]([N:6]=[CH:7][N:8]2[C@@H:11]2[CH2:15][C@H:14]([N:16]3[CH:20]=[C:19]([CH2:21][CH3:22])[CH:18]=[N:17]3)[C@@H:13]([OH:23])[C@H:12]2[OH:24])=[C:4]([NH:25][CH2:26][CH:27]([C:34]2[CH:39]=[CH:38][CH:37]=[CH:36][CH:35]=2)[C:28]2[CH:33]=[CH:32][CH:31]=[CH:30][CH:29]=2)[N:3]=1.[F:40][C:41]([F:46])([F:45])[C:42]([OH:44])=[O:43].C1(C(C2C=CC=CC=2)CNC2N=C(NCCN3CCCCC3)N=[C:61]3C=2N=[CH:59][N:60]3[C@@H:74]2[CH2:78][C@H:77]([N:79]3[CH:83]=C(CO)C=N3)[C@@H](O)[C@H]2O)C=CC=CC=1.CN(C)[C@@H]1CCNC1>>[F:40][C:41]([F:46])([F:45])[C:42]([OH:44])=[O:43].[CH3:61][N:60]([CH3:59])[C@@H:74]1[CH2:78][CH2:77][N:79]([C:2]2[N:10]=[C:9]3[C:5]([N:6]=[CH:7][N:8]3[C@@H:11]3[CH2:15][C@H:14]([N:16]4[CH:20]=[C:19]([CH2:21][CH3:22])[CH:18]=[N:17]4)[C@@H:13]([OH:23])[C@H:12]3[OH:24])=[C:4]([NH:25][CH2:26][CH:27]([C:28]3[CH:33]=[CH:32][CH:31]=[CH:30][CH:29]=3)[C:34]3[CH:35]=[CH:36][CH:37]=[CH:38][CH:39]=3)[N:3]=2)[CH2:83]1 |f:1.2,4.5|. Reported procedure: This compound is prepared from (1R,2S,3R,5S)-3-[2-chloro-6-(2,2-diphenyl-ethylamino)-purin-9-yl]-5-(4-ethyl-pyrazol-1-yl)-cyclopentane-1,2-diol (Intermediate BA8) using a procedure analogous to that of (1R,2S,3R,5S)-3-[6-(2,2-diphenyl-ethylamino)-2-(2-piperidin-1-yl-ethylamino)-purin-9-yl]-5-(4-hydroxymethyl-pyrazol-1-yl)-cyclopentane-1,2-diol trifluoro-acetate (Example 461 by replacing 1-(2-amino-ethyl)piperidine with (3R)-(+)-3-(dimethyl-amino)pyrrolidine. MS (ES+) m/e 622.40 (MH+). Reactants: S(=S)(=O)([O-])[O-].[Na+].[Na+] (sodium thiosulfate), CC=1SC=2C=CC3=C(C2C(C1)=O)C=CC=C3 (3-Methyl-1H-benzo[f]thiochromen-1-one), II (iodine), ceric ammonium nitrate. Run in C(C)#N (acetonitrile). Conditions: temperature 60 celsius, time 4 hour. Product: IC1=C(SC=2C=CC3=C(C2C1=O)C=CC=C3)C (2-Iodo-3-methyl-1H-benzo[f]thiochromen-1-one). The yield is 74.0%. RXN SMILES: [CH3:1][C:2]1[S:3][C:4]2[CH:5]=[CH:6][C:7]3[CH:16]=[CH:15][CH:14]=[CH:13][C:8]=3[C:9]=2[C:10](=[O:12])[CH:11]=1.[I:17]I.S([O-])([O-])(=O)=S.[Na+].[Na+]>C(#N)C>[I:17][C:11]1[C:10](=[O:12])[C:9]2[C:8]3[CH:13]=[CH:14][CH:15]=[CH:16][C:7]=3[CH:6]=[CH:5][C:4]=2[S:3][C:2]=1[CH3:1] |f:2.3.4|. Procedure details: 3-Methyl-1H-benzo[f]thiochromen-1-one (1.0 mmol, 176 mg), iodine (1.2 mmol, 305 mg) and ceric ammonium nitrate (1.1 mmol, 603 mg) were dissolved in acetonitrile (4.0 mL), and the solution was stirred under a nitrogen atmosphere at 60° C. for 4 hours. After the disappearance of the starting materials was confirmed by thin-layer chromatography, the reaction solution was poured into a solution of a 10% saturated aqueous sodium thiosulfate solution under ice-cooling to terminate the reaction. The or...